The task is: describe an organic reaction: reactants, conditions, products, and yield. This data is from the Open Reaction Database (ORD), a public repository of structured organic reaction records. Starting materials: CC(CC(=O)O)CCC=C(CCC=C(CCC=C(C)C)C)C (3,7,11,15-tetramethyl-6,10,14-hexadecatrienoic acid), C(O)CN (ethanolamine). The product is CC(CC(=O)NCCO)CCC=C(CCC=C(CCC=C(C)C)C)C (N-(3,7,11,15-Tetramethyl-6,10,14-hexadecatrienoyl)-ethanolamine). Isolated yield 92.0%. Reaction SMILES: [CH3:1][CH:2]([CH2:7][CH2:8][CH:9]=[C:10]([CH3:22])[CH2:11][CH2:12][CH:13]=[C:14]([CH3:21])[CH2:15][CH2:16][CH:17]=[C:18]([CH3:20])[CH3:19])[CH2:3][C:4]([OH:6])=O.[CH2:23]([CH2:25][NH2:26])[OH:24]>>[CH3:1][CH:2]([CH2:7][CH2:8][CH:9]=[C:10]([CH3:22])[CH2:11][CH2:12][CH:13]=[C:14]([CH3:21])[CH2:15][CH2:16][CH:17]=[C:18]([CH3:20])[CH3:19])[CH2:3][C:4]([NH:26][CH2:25][CH2:23][OH:24])=[O:6]. Procedure details: The procedure of Example 1 was repeated except that 6.1 g of 3,7,11,15-tetramethyl-6,10,14-hexadecatrienoic acid and 1.8 ml of ethanolamine were used as starting materials. 6.4 g (yield 92%) of the title compound was obtained as a colorless oil. The reactants are C12C3=CC(=CC=C3C(CNC1)CC2)NC2=NC=C(C(=N2)NC2=C(C(=O)NC)C=CC=C2)Cl (2-[2-(10-Aza-tricyclo[6.3.2.0*2,7*]trideca-2,4,6-trien-4-ylamino)-5-chloro-pyrimidin-4-ylamino]-N-methyl-benzamide), C([O-])([O-])=O.[Cs+].[Cs+] (cesium carbonate), C(C#C)Br (propargyl bromide). Solvent: CC(=O)C (acetone). Conditions: time 24 hour. Yields the product ClC=1C(=NC(=NC1)NC=1C=C2C3CN(CC(C2=CC1)CC3)CC#C)NC3=C(C(=O)NC)C=CC=C3 (2-[5-chloro-2-(10-prop-2-ynyl-10-aza-tricyclo[6.3.2.0*2,7*]trideca-2,4,6-trien-4-ylamino)-pyrimidin-4-ylamino]-N-methyl-benzamide). Yield: 92.4%. Reaction SMILES: [CH:1]12[CH2:13][CH2:12][CH:8]([CH2:9][NH:10][CH2:11]1)[C:7]1[C:2]2=[CH:3][C:4]([NH:14][C:15]2[N:20]=[C:19]([NH:21][C:22]3[CH:31]=[CH:30][CH:29]=[CH:28][C:23]=3[C:24]([NH:26][CH3:27])=[O:25])[C:18]([Cl:32])=[CH:17][N:16]=2)=[CH:5][CH:6]=1.C(=O)([O-])[O-].[Cs+].[Cs+].[CH2:39](Br)[C:40]#[CH:41]>CC(C)=O>[Cl:32][C:18]1[C:19]([NH:21][C:22]2[CH:31]=[CH:30][CH:29]=[CH:28][C:23]=2[C:24]([NH:26][CH3:27])=[O:25])=[N:20][C:15]([NH:14][C:4]2[CH:3]=[C:2]3[C:7](=[CH:6][CH:5]=2)[CH:8]2[CH2:12][CH2:13][CH:1]3[CH2:11][N:10]([CH2:41][C:40]#[CH:39])[CH2:9]2)=[N:16][CH:17]=1 |f:1.2.3|. Procedure: 2-[2-(10-Aza-tricyclo[6.3.2.0*2,7*]trideca-2,4,6-trien-4-ylamino)-5-chloro-pyrimidin-4-ylamino]-N-methyl-benzamide (30 mg, 0.0667 mmol) was placed in acetone (3 mL) and cesium carbonate (65 mg, 0.200 mmol, 3.0 eq) was added followed by propargyl bromide (80% in toluene) (7.9 μL, 0.0734 mmol, 1.1 eq). The reaction was stirred at room temperature for 24 hours and was then concentrated under reduced pressure. The residue was taken up in CH2Cl2 (10 mL) and washed with water (10 mL). The organic laye...